The task is: describe an organic reaction: reactants, conditions, products, and yield. This data is from the Open Reaction Database (ORD), a public repository of structured organic reaction records. Procedure: A solution of 1.10 g of methyl ester from Example 10 and 568 mg of O-benzylhydroxylamine hydrochloride in 7 ml of THF was treated at -20° with 3.5 ml of a 2M i-PrMgCl solution in THF and, after 1 hr. at -20°, treated with a further 1.7 ml of the Grignard reagent. After a further 21/2 hrs. at -20° the mixture was treated with ammonium chloride solution and extracted with methylene chloride. The extracts were dried and concentrated. The residue was crystallized from t-butyl methyl ether/hexane and... The solvent is C1CCOC1 (THF), C1CCOC1 (THF). Reaction SMILES: CO[C:3]([C@H:5]([C@@H:17]([CH2:26][CH:27]1[CH2:31][CH2:30][CH2:29][CH2:28]1)[C:18]([N:20]1[CH2:25][CH2:24][CH2:23][CH2:22][CH2:21]1)=[O:19])[CH2:6][N:7]1[C:11](=[O:12])[C:10]([CH3:14])([CH3:13])[N:9]([CH3:15])[C:8]1=[O:16])=[O:4].Cl.[CH2:33]([O:40][NH2:41])[C:34]1[CH:39]=[CH:38][CH:37]=[CH:36][CH:35]=1.C([Mg]Cl)(C)C.[Cl-].[NH4+]>C1COCC1>[CH2:33]([O:40][NH:41][C:3]([C@H:5]([C@@H:17]([CH2:26][CH:27]1[CH2:28][CH2:29][CH2:30][CH2:31]1)[C:18]([N:20]1[CH2:25][CH2:24][CH2:23][CH2:22][CH2:21]1)=[O:19])[CH2:6][N:7]1[C:11](=[O:12])[C:10]([CH3:14])([CH3:13])[N:9]([CH3:15])[C:8]1=[O:16])=[O:4])[C:34]1[CH:39]=[CH:38][CH:37]=[CH:36][CH:35]=1 |f:1.2,4.5|. Starting materials: COC(=O)[C@@H](CN1C(N(C(C1=O)(C)C)C)=O)[C@H](C(=O)N1CCCCC1)CC1CCCC1 (1-[2(R)-[1(R)-(methoxycarbonyl)-2-(3,4,4-trimethyl-2,5-dioxo-1-imidazolidinyl)ethyl]-3-cyclopentylpropionyl]piperidine), Cl.C(C1=CC=CC=C1)ON (O-benzylhydroxylamine hydrochloride), C(C)(C)[Mg]Cl (i-PrMgCl), Grignard reagent, [Cl-].[NH4+] (ammonium chloride). Yields the product C(C1=CC=CC=C1)ONC(=O)[C@@H](CN1C(N(C(C1=O)(C)C)C)=O)[C@H](C(=O)N1CCCCC1)CC1CCCC1 (1-[2(R)-[1(R)-(benzyloxycarbamoyl)-2-(3,4,4-trimethyl-2,5-dioxo-1-imidazolidinyl)ethyl]-3-cyclopentylpropionyl)piperidine). Starting materials: COC(C1=C(C=C(C=C1)OCCCO/N=C/C1=CC=C(C=C1)C(C)(C)C)NC(\C=C\C1=CC=C(C=C1)C1=CC=CC=C1)=O)=O (2-{[(2E)-3-(1,1′-biphenyl-4-yl)prop-2-enoyl]amino}4-[3-({[(1E)-(4-tert-butylphenyl)methylidene]amino}oxy)propoxy]benzoic acid methyl ester), [OH-].[K+] (KOH). Solvent: C1CCOC1.CO (THF MeOH). Yields the product C1(=CC=C(C=C1)/C=C/C(=O)NC1=C(C(=O)O)C=CC(=C1)OCCCO/N=C/C1=CC=C(C=C1)C(C)(C)C)C1=CC=CC=C1 (2-{[(2E)-3-(1,1′-biphenyl-4-yl)prop-2-enoyl]amino}-4-[3-({[(1E)-(4-tert-butylphenyl)methylidene]amino}oxy)propoxy]benzoic acid). Isolated yield 68.5%. RXN SMILES: C[O:2][C:3](=[O:44])[C:4]1[CH:9]=[CH:8][C:7]([O:10][CH2:11][CH2:12][CH2:13][O:14]/[N:15]=[CH:16]/[C:17]2[CH:22]=[CH:21][C:20]([C:23]([CH3:26])([CH3:25])[CH3:24])=[CH:19][CH:18]=2)=[CH:6][C:5]=1[NH:27][C:28](=[O:43])/[CH:29]=[CH:30]/[C:31]1[CH:36]=[CH:35][C:34]([C:37]2[CH:42]=[CH:41][CH:40]=[CH:39][CH:38]=2)=[CH:33][CH:32]=1.[OH-].[K+]>C1COCC1.CO>[C:34]1([C:37]2[CH:42]=[CH:41][CH:40]=[CH:39][CH:38]=2)[CH:33]=[CH:32][C:31](/[CH:30]=[CH:29]/[C:28]([NH:27][C:5]2[CH:6]=[C:7]([O:10][CH2:11][CH2:12][CH2:13][O:14]/[N:15]=[CH:16]/[C:17]3[CH:18]=[CH:19][C:20]([C:23]([CH3:26])([CH3:25])[CH3:24])=[CH:21][CH:22]=3)[CH:8]=[CH:9][C:4]=2[C:3]([OH:44])=[O:2])=[O:43])=[CH:36][CH:35]=1 |f:1.2,3.4|. Procedure details: The desired product was prepared using a procedure similar to Step 7 of example 34. Thus, 2-{[(2E)-3-(1,1′-biphenyl-4-yl)prop-2-enoyl]amino}4-[3-({[(1E)-(4-tert-butylphenyl)methylidene]amino}oxy)propoxy]benzoic acid methyl ester (0.148 g, 0.251 mmol) was reacted with 1N KOH (0.50 ml) in THF/MeOH (6 ml/4 ml) to give 2-{[(2E)-3-(1,1′-biphenyl-4-yl)prop-2-enoyl]amino}-4-[3-({[(1E)-(4-tert-butylphenyl)methylidene]amino}oxy)propoxy]benzoic acid (0.099 g, 0.172 mmol, 68%) as a white solid, mp 169-171°...